From a dataset of the Open Reaction Database (ORD), a public repository of structured organic reaction records. describe an organic reaction: reactants, conditions, products, and yield Reactants: ClC=1C=C2\C(\CC3(CCC3)OC2=CC1)=C\C(=O)O ((2E)-(6-chlorospiro[chromene-2,1′-cyclobutan]-4(3H)-ylidene)acetic acid), [H][H] (hydrogen). The reagents and catalysts are [Pd] (Pd/C). Solvent: C(C)(=O)OCC (ethyl acetate). Product: ClC=1C=C2C(CC3(CCC3)OC2=CC1)CC(=O)O ((6-Chloro-3,4-dihydrospiro[chromene-2,1′-cyclobutan]-4-yl)acetic acid). The yield is 97.3%. Reaction SMILES: [Cl:1][C:2]1[CH:3]=[C:4]2[C:12](=[CH:13][CH:14]=1)[O:11][C:7]1([CH2:10][CH2:9][CH2:8]1)[CH2:6]/[C:5]/2=[CH:15]\[C:16]([OH:18])=[O:17].[H][H]>C(OCC)(=O)C.[Pd]>[Cl:1][C:2]1[CH:3]=[C:4]2[C:12](=[CH:13][CH:14]=1)[O:11][C:7]1([CH2:8][CH2:9][CH2:10]1)[CH2:6][CH:5]2[CH2:15][C:16]([OH:18])=[O:17]. Reported procedure: To a stirred solution of (2E)-(6-chlorospiro[chromene-2,1′-cyclobutan]-4(3H)-ylidene)acetic acid (2.5 g, 9.444 mmol) in ethyl acetate (25 ml) was added 10% Pd/C (50 mg) at room temperature. The reaction mixture was stirred for 12 h at 40 psi hydrogen pressure in Paar hydrogenation apparatus. The reaction mixture was filtered through a celite bed, the filtrate was dried (Na2SO4) and concentrated to give 2.45 g of the product as a white solid; 1H NMR (300 MHz, CDCl3) δ 1.68-1.78 (m, 5H), 1.86-1.96... Reactants: [Li]S(=O)(=O)c1csc2ccnc(N3CCN(C(=O)OC(C)(C)C)CC3)c12, ClCCl. The product is CC(C)(C)OC(=O)N1CCN(c2nccc3scc(S(=O)(=O)Cl)c23)CC1. RXN SMILES: [C:1]([CH3:2])([CH3:3])([CH3:4])[O:5][C:6](=[O:7])[N:8]1[CH2:9][CH2:10][N:11]([c:14]2[n:15][cH:16][cH:17][c:18]3[c:19]2[c:20]([S:23](=[O:24])(=[O:25])[Li:26])[cH:21][s:22]3)[CH2:12][CH2:13]1.[Cl:27][CH2:28][Cl:29]>>[C:1]([CH3:2])([CH3:3])([CH3:4])[O:5][C:6](=[O:7])[N:8]1[CH2:9][CH2:10][N:11]([c:14]2[n:15][cH:16][cH:17][c:18]3[c:19]2[c:20]([S:23](=[O:24])(=[O:25])[Cl:27])[cH:21][s:22]3)[CH2:12][CH2:13]1. Reactants: C(C)(C)SC(C)C (diisopropyl sulfide), C[Si](C1=CC=C(O1)C(=O)O)(C)C (5-trimethylsilyl-2-furancarboxylic acid), O (water), C(C)(C)[N-]C(C)C.[Li+] (lithium diisopropylamide). Solvent: O1CCCC1 (tetrahydrofuran), O1CCCC1 (tetrahydrofuran), O1CCCC1 (tetrahydrofuran). Reaction conditions: time 1.5 hour. The product is C(C)(C)SC1=C(OC(=C1)[Si](C)(C)C)C(=O)O (3-isopropylthio-5-trimethylsilyl-2-furancarboxylic acid). As a reaction SMILES: [CH3:1][Si:2]([CH3:12])([CH3:11])[C:3]1[O:7][C:6]([C:8]([OH:10])=[O:9])=[CH:5][CH:4]=1.C([N-]C(C)C)(C)C.[Li+].[CH:21]([S:24]C(C)C)([CH3:23])[CH3:22].O>O1CCCC1>[CH:21]([S:24][C:5]1[CH:4]=[C:3]([Si:2]([CH3:12])([CH3:11])[CH3:1])[O:7][C:6]=1[C:8]([OH:10])=[O:9])([CH3:23])[CH3:22] |f:1.2|. Reported procedure: A solution of 25.01 g (136.0 mmol) of 5-trimethylsilyl-2-furancarboxylic acid (Carpenter, A. J. and Chadwick, D. J., Tetrahedron Lett., 26, 1777 (1985)) in 50 mL of dry tetrahydrofuran is added over 10 minutes to a -76° C. solution of freshly generated lithium diisopropylamide (328.0 mmol, 2.41 equiv) in dry tetrahydrofuran (175 mL) under nitrogen atmosphere and the resulting mixture is stirred at -76° to 65° C. for 1.5 hours. The reaction is recooled to -76° C. and treated with 23.58 g (151.0 m... The reactants are O=C1SCC(N1[C@H]1[C@@H](CN(CC1)C(=O)OC(C)(C)C)F)=O (1,1-dimethylethyl trans-4-(2,4-dioxo-1,3-thiazolidin-3-yl)-3-fluoropiperidine-1-carboxylate), ClC1=CC(=C(CN2N=CC3=CC(=CC=C23)C=O)C=C1)C(F)(F)F ([4-chloro-2-(trifluoromethyl)benzyl]-1H-indazol-5-carbaldehyde). Yields the product ClC1=CC(=C(C=C1)CN1N=CC2=CC(=CC=C12)\C=C/1\C(N(C(S1)=O)[C@H]1[C@@H](CN(CC1)C(=O)OC(C)(C)C)F)=O)C(F)(F)F (1,1-Dimethylethyl trans-4-{(5Z)-5-[(1-{[4-chloro-2-(trifluoromethyl)phenyl]methyl}-1H-indazol-5-yl)methylidene]-2,4-dioxo-1,3-thiazolidin-3-yl}-3-fluoropiperidine-1-carboxylate). As a reaction SMILES: [O:1]=[C:2]1[N:6]([C@@H:7]2[CH2:12][CH2:11][N:10]([C:13]([O:15][C:16]([CH3:19])([CH3:18])[CH3:17])=[O:14])[CH2:9][C@H:8]2[F:20])[C:5](=[O:21])[CH2:4][S:3]1.[Cl:22][C:23]1[CH:40]=[CH:39][C:26]([CH2:27][N:28]2[C:36]3[C:31](=[CH:32][C:33]([CH:37]=O)=[CH:34][CH:35]=3)[CH:30]=[N:29]2)=[C:25]([C:41]([F:44])([F:43])[F:42])[CH:24]=1>>[Cl:22][C:23]1[CH:40]=[CH:39][C:26]([CH2:27][N:28]2[C:36]3[C:31](=[CH:32][C:33](/[CH:37]=[C:4]4/[C:5](=[O:21])[N:6]([C@@H:7]5[CH2:12][CH2:11][N:10]([C:13]([O:15][C:16]([CH3:17])([CH3:18])[CH3:19])=[O:14])[CH2:9][C@H:8]5[F:20])[C:2](=[O:1])[S:3]/4)=[CH:34][CH:35]=3)[CH:30]=[N:29]2)=[C:25]([C:41]([F:42])([F:44])[F:43])[CH:24]=1. Procedure details: 1,1-Dimethylethyl trans-4-{(5Z)-5-[(1-{[4-chloro-2-(trifluoromethyl)phenyl]methyl}-1H-indazol-5-yl)methylidene]-2,4-dioxo-1,3-thiazolidin-3-yl}-3-fluoropiperidine-1-carboxylate was prepared either from 1,1-dimethylethyl trans-4-(2,4-dioxo-1,3-thiazolidin-3-yl)-3-fluoropiperidine-1-carboxylate (from Example 273) and [4-chloro-2-(trifluoromethyl)benzyl]-1H-indazol-5-carbaldehyde (from Example 1) following General Procedure F1, or as described in Example 273, Preparation 2. Starting materials: N1CCCCC1 (Piperidine), O.C1(=CC=C(C=C1)S(=O)(=O)O)C (p-toluenesulfonic acid monohydrate), S(=O)(=O)(O)O.NC=1NC=CN1 (2-aminoimidazole sulfate), COC(CC(=O)OCC)OC (ethyl 3,3-dimethoxypropionate), C(=O)([O-])[O-].[K+].[K+] (K2CO3), O=P(Cl)(Cl)Cl (POCl3). Solvent: CCO (EtOH). Run at temperature 90 celsius, time 1 hour. The product is ClC1=CC=NC=2N1C=CN2 (5-Chloro-imidazo[1,2-a]pyrimidine). Reaction SMILES: S(O)(O)(=O)=O.[NH2:6][C:7]1[NH:8][CH:9]=[CH:10][N:11]=1.CO[CH:14](OC)[CH2:15][C:16](OCC)=O.N1CCCCC1.O.C1(C)C=CC(S(O)(=O)=O)=CC=1.C([O-])([O-])=O.[K+].[K+].O=P(Cl)(Cl)[Cl:49]>CCO>[Cl:49][C:14]1[N:8]2[CH:9]=[CH:10][N:11]=[C:7]2[N:6]=[CH:16][CH:15]=1 |f:0.1,4.5,6.7.8|. Procedure details: In a round bottom flask, 2-aminoimidazole sulfate (0.264 g, 1.0 mmol) is added to ethyl 3,3-dimethoxypropionate (0.296 g, 2.0 mmol). Piperidine (5 μL) and EtOH (5 mL) are then added and the flask is heated to reflux overnight. At RT, p-toluenesulfonic acid monohydrate (15 mg) is added and the reaction is returned to reflux for 6 h. At RT, freshly powdered K2CO3 (0.415 g, 3.0 mmol) is added and the reaction is heated to reflux overnight. The reaction is then concentrated to dryness and the residu... The reactants are Cc1c(CN(C)C)c(C)c(NC(=O)C(C)(C)C)c2c1CCN2, CCOC(C)=O, [H-], CCCCCCCCI, [Na+], CN(C)C=O. Product: CCCCCCCCN1CCc2c(C)c(CN(C)C)c(C)c(NC(=O)C(C)(C)C)c21. As a reaction SMILES: [CH3:1][N:2]([CH3:3])[CH2:4][c:5]1[c:6]([CH3:22])[c:7]2[c:11]([c:12]([NH:15][C:16]([C:17]([CH3:18])([CH3:19])[CH3:20])=[O:21])[c:13]1[CH3:14])[NH:10][CH2:9][CH2:8]2.[CH3:34][CH2:35][O:36][C:37]([CH3:38])=[O:39].[H-:24].[I:25][CH2:26][CH2:27][CH2:28][CH2:29][CH2:30][CH2:31][CH2:32][CH3:33].[Na+:23].[O:40]=[CH:41][N:42]([CH3:43])[CH3:44]>>[CH3:1][N:2]([CH3:3])[CH2:4][c:5]1[c:6]([CH3:22])[c:7]2[c:11]([c:12]([NH:15][C:16]([C:17]([CH3:18])([CH3:19])[CH3:20])=[O:21])[c:13]1[CH3:14])[N:10]([CH2:26][CH2:27][CH2:28][CH2:29][CH2:30][CH2:31][CH2:32][CH3:33])[CH2:9][CH2:8]2. The reactants are C1CCOC1, CCOCC, COc1ccc(S(=O)(=O)Nc2ccc(Cl)cc2Cc2c(F)cccc2F)cc1OC, CC(C)OC(=O)N=NC(=O)OC(C)C, c1ccc(P(c2ccccc2)c2ccccc2)cc1, OCCCc1cccnc1. Product: COc1ccc(S(=O)(=O)N(CCCc2cccnc2)c2ccc(Cl)cc2Cc2c(F)cccc2F)cc1OC. Reaction SMILES: [CH2:74]1[O:75][CH2:76][CH2:77][CH2:78]1.[CH3:79][CH2:80][O:81][CH2:82][CH3:83].[Cl:44][c:45]1[cH:46][c:47]([CH2:65][c:66]2[c:67]([F:73])[cH:68][cH:69][cH:70][c:71]2[F:72])[c:48]([NH:51][S:52](=[O:53])(=[O:54])[c:55]2[cH:56][c:57]([O:63][CH3:64])[c:58]([O:61][CH3:62])[cH:59][cH:60]2)[cH:49][cH:50]1.[O:20]=[C:21]([O:22][CH:23]([CH3:24])[CH3:25])[N:26]=[N:27][C:28]([O:29][CH:30]([CH3:31])[CH3:32])=[O:33].[c:1]1([P:2]([c:3]2[cH:4][cH:5][cH:6][cH:7][cH:8]2)[c:9]2[cH:10][cH:11][cH:12][cH:13][cH:14]2)[cH:15][cH:16][cH:17][cH:18][cH:19]1.[n:34]1[cH:35][c:36]([CH2:40][CH2:41][CH2:42][OH:43])[cH:37][cH:38][cH:39]1>>[n:34]1[cH:35][c:36]([CH2:40][CH2:41][CH2:42][N:51]([c:48]2[c:47]([CH2:65][c:66]3[c:67]([F:73])[cH:68][cH:69][cH:70][c:71]3[F:72])[cH:46][c:45]([Cl:44])[cH:50][cH:49]2)[S:52](=[O:53])(=[O:54])[c:55]2[cH:56][c:57]([O:63][CH3:64])[c:58]([O:61][CH3:62])[cH:59][cH:60]2)[cH:37][cH:38][cH:39]1. The reactants are CS(=O)(=O)Cl, ClCCl, OCCCF, O. Yields the product CS(=O)(=O)OCCCF. RXN SMILES: [CH3:6][S:7]([Cl:8])(=[O:9])=[O:10].[Cl:12][CH2:13][Cl:14].[F:1][CH2:2][CH2:3][CH2:4][OH:5].[OH2:11]>>[F:1][CH2:2][CH2:3][CH2:4][O:5][S:7]([CH3:6])(=[O:9])=[O:10]. Reactants: Cl (hydrochloric acid), FC1=CC=C(C=C1)C1=NC(=NC(=C1/C=C/[C@@H]1C[C@@H](OC(O1)(C)C)CC(=O)OC(CC1=CC=CC=C1)(C)C)C(C)C)N(S(=O)(=O)C)C (2-methyl-1-phenylpropan-2-yl 2-((4R,6S)-6-((E)-2-(4-(4-fluorophenyl)-6-isopropyl-2-(N-methylmethylsulfonamido)pyrimidin-5-yl)vinyl)-2,2-dimethyl-1,3-dioxan-4-yl)acetate), [OH-].[Na+] (sodium hydroxide). Run in O1CCCC1 (tetrahydrofuran). Reaction conditions: temperature 40 celsius, time 24 hour. Product: [Na+].FC1=CC=C(C=C1)C1=NC(=NC(=C1/C=C/[C@H](C[C@H](CC(=O)[O-])O)O)C(C)C)N(S(=O)(=O)C)C ((E)-7-[4-(4-fluorophenyl)-6-isopropyl-2-[methyl(methylsulfonyl)amino]pyrimidin-5-yl](3R,5S)-3,5-dihydroxyhept-6-enoic acid sodium salt). RXN SMILES: [F:1][C:2]1[CH:7]=[CH:6][C:5]([C:8]2[C:13](/[CH:14]=[CH:15]/[C@H:16]3[O:21]C(C)(C)[O:19][C@@H:18]([CH2:24][C:25]([O:27]C(C)(C)CC4C=CC=CC=4)=[O:26])[CH2:17]3)=[C:12]([CH:38]([CH3:40])[CH3:39])[N:11]=[C:10]([N:41]([CH3:46])[S:42]([CH3:45])(=[O:44])=[O:43])[N:9]=2)=[CH:4][CH:3]=1.Cl.[OH-].[Na+:49]>O1CCCC1>[Na+:49].[F:1][C:2]1[CH:7]=[CH:6][C:5]([C:8]2[C:13](/[CH:14]=[CH:15]/[C@@H:16]([OH:21])[CH2:17][C@@H:18]([OH:19])[CH2:24][C:25]([O-:27])=[O:26])=[C:12]([CH:38]([CH3:40])[CH3:39])[N:11]=[C:10]([N:41]([CH3:46])[S:42]([CH3:45])(=[O:44])=[O:43])[N:9]=2)=[CH:4][CH:3]=1 |f:2.3,5.6|. Procedure: 2-methyl-1-phenylpropan-2-yl 2-((4R,6S)-6-((E)-2-(4-(4-fluorophenyl)-6-isopropyl-2-(N-methylmethylsulfonamido)pyrimidin-5-yl)vinyl)-2,2-dimethyl-1,3-dioxan-4-yl)acetate (15.38 g) prepared in Example 19 was dissolved in tetrahydrofuran (80 ml) and a 0.1M hydrochloric acid aqueous solution (19.21 ml) was added thereto, followed by stirring for 24 hours while heating to 40° C. The reaction liquid was cooled to room temperature and a 0.5M sodium hydroxide aqueous solution (81 ml) was added thereto o...